From a dataset of the Open Reaction Database (ORD), a public repository of structured organic reaction records. describe an organic reaction: reactants, conditions, products, and yield Starting materials: COc1cc(N2CCCC(O)C2)ccc1[N+](=O)[O-], CO, NN, O. The product is COc1cc(N2CCCC(O)C2)ccc1N. RXN SMILES: [CH3:1][O:2][c:3]1[cH:4][c:5]([N:12]2[CH2:13][CH:14]([OH:18])[CH2:15][CH2:16][CH2:17]2)[cH:6][cH:7][c:8]1[N+:9]([O-:10])=[O:11].[CH3:22][OH:23].[NH2:20][NH2:21].[OH2:19]>>[CH3:1][O:2][c:3]1[cH:4][c:5]([N:12]2[CH2:13][CH:14]([OH:18])[CH2:15][CH2:16][CH2:17]2)[cH:6][cH:7][c:8]1[NH2:9].